describe an organic reaction: reactants, conditions, products, and yield From a dataset of the Open Reaction Database (ORD), a public repository of structured organic reaction records. RXN SMILES: [CH3:37][OH:38].[F:1][C:2]([CH2:3][CH2:4][CH:5]([NH:6][c:7]1[cH:8][n:9][c:10](-[n:13]2[n:14][cH:15][c:16]([C:18]([F:19])([F:20])[F:21])[cH:17]2)[cH:11][cH:12]1)[c:22]1[cH:23][cH:24][c:25]([C:26](=[O:27])[O:28][CH2:29][CH3:30])[cH:31][cH:32]1)([F:33])[F:34].[Li+:35].[O:39]1[CH2:40][CH2:41][CH2:42][CH2:43]1.[OH-:36]>>[F:1][C:2]([CH2:3][CH2:4][CH:5]([NH:6][c:7]1[cH:8][n:9][c:10](-[n:13]2[n:14][cH:15][c:16]([C:18]([F:19])([F:20])[F:21])[cH:17]2)[cH:11][cH:12]1)[c:22]1[cH:23][cH:24][c:25]([C:26](=[O:27])[OH:28])[cH:31][cH:32]1)([F:33])[F:34]. The product is O=C(O)c1ccc(C(CCC(F)(F)F)Nc2ccc(-n3cc(C(F)(F)F)cn3)nc2)cc1. The reactants are CO, CCOC(=O)c1ccc(C(CCC(F)(F)F)Nc2ccc(-n3cc(C(F)(F)F)cn3)nc2)cc1, [Li+], C1CCOC1, [OH-]. Starting materials: CN(C(OC(C)(C)C)=O)[C@H](C(N[C@H]1CC[C@@H]2CN(C[C@@H]21)C2=C(C=CC=C2)C(F)(F)F)=O)CC(C)C (tert-butyl methyl((S)-4-methyl-1-oxo-1-((3aR,4S,6aS)-2-(2-(trifluoromethyl)phenyl)octahydrocyclopenta[c]pyrrol-4-ylamino)pentan-2-yl)carbamate), O1CCOCC1 (1,4-dioxane). The solvent is Cl (HCl). Conditions: time 18 hour. Product: CN[C@@H](CC(C)C)C(=O)N[C@H]1CC[C@@H]2CN(C[C@@H]21)C2=C(C=CC=C2)C(F)(F)F (N2-methyl-N-{(3aR,4S,6aS)-2-[2-(trifluoromethyl)phenyl]octahydrocyclopenta[c]pyrrol-4-yl}-L-leucinamide). RXN SMILES: [CH3:1][N:2]([C@@H:10]([CH2:32][CH:33]([CH3:35])[CH3:34])[C:11](=[O:31])[NH:12][C@@H:13]1[C@@H:20]2[C@@H:16]([CH2:17][N:18]([C:21]3[CH:26]=[CH:25][CH:24]=[CH:23][C:22]=3[C:27]([F:30])([F:29])[F:28])[CH2:19]2)[CH2:15][CH2:14]1)C(=O)OC(C)(C)C.O1CCOCC1>Cl>[CH3:1][NH:2][C@H:10]([C:11]([NH:12][C@@H:13]1[C@@H:20]2[C@@H:16]([CH2:17][N:18]([C:21]3[CH:26]=[CH:25][CH:24]=[CH:23][C:22]=3[C:27]([F:28])([F:30])[F:29])[CH2:19]2)[CH2:15][CH2:14]1)=[O:31])[CH2:32][CH:33]([CH3:35])[CH3:34]. Procedure details: In a 4 mL vial tert-butyl methyl((S)-4-methyl-1-oxo-1-((3aR,4S,6aS)-2-(2-(trifluoromethyl)phenyl)octahydrocyclopenta[c]pyrrol-4-ylamino)pentan-2-yl)carbamate from Step 3 (40 mg, 0.080 mmol) was dissolved in 4 N HCl in 1,4-dioxane (1 mL, 4.00 mmol). An oil slowly gummed out of the solution. The reaction was stirred at ambient temperature for 18 hours, and then the solvent was removed under a stream of nitrogen. The crude material was purified using a 4 g silica gel cartridge with 1-10% methanol (... Reactants: C(CCCCCCCCCCCCCCC)N (hexadecylamine), C1(CCCO1)=O (gamma butyrolactone). Reagents/catalysts: [Cl-].[Zn+2].[Cl-] (zinc chloride). Run in C1(=CC=CC=C1)C (toluene). Yields the product C(CCCCCCCCCCCCCCC)NC(CCCO)=O (N-hexadecyl-4-hydroxybutyramide). Isolated yield 797.2%. RXN SMILES: [CH2:1]([NH2:17])[CH2:2][CH2:3][CH2:4][CH2:5][CH2:6][CH2:7][CH2:8][CH2:9][CH2:10][CH2:11][CH2:12][CH2:13][CH2:14][CH2:15][CH3:16].[C:18]1(=[O:23])[O:22][CH2:21][CH2:20][CH2:19]1>[Cl-].[Zn+2].[Cl-].C1(C)C=CC=CC=1>[CH2:1]([NH:17][C:21](=[O:22])[CH2:20][CH2:19][CH2:18][OH:23])[CH2:2][CH2:3][CH2:4][CH2:5][CH2:6][CH2:7][CH2:8][CH2:9][CH2:10][CH2:11][CH2:12][CH2:13][CH2:14][CH2:15][CH3:16] |f:2.3.4|. Reported procedure: A mixture of 59.45 g of hexadecylamine, 10.60 g of gamma butyrolactone, 200 ml of toluene, and 20 mg of zinc chloride was refluxed under nitrogen for three days. Upon cooling, the reaction mixture formed a precipitate which was recrystallized twice from toluene to yield 321.5 g (78.12%) of N-hexadecyl-4-hydroxybutyramide, m.p. 89.5°-90° Starting materials: Cc1cc(Sc2cc(C)c(O)c(C(C)(C)C)c2)cc(C(C)(C)C)c1O, CCO, CC(Cl)=CC(C#N)(c1ccccc1)c1ccccc1, ClCCCl, [Na+], [Na+], O=C(OO)c1cccc(Cl)c1, O=S([O-])[O-]. Product: N#CC(CC(=O)CCl)(c1ccccc1)c1ccccc1. As a reaction SMILES: [C:20]([c:21]1[cH:22][c:23]([S:24][c:25]2[cH:26][c:27]([CH3:28])[c:29]([OH:31])[c:32]([C:33]([CH3:34])([CH3:35])[CH3:36])[cH:37]2)[cH:38][c:39]([CH3:40])[c:41]1[OH:30])([CH3:42])([CH3:43])[CH3:44].[CH3:66][CH2:67][OH:68].[Cl:1][C:2](=[CH:3][C:4]([C:5]#[N:6])([c:7]1[cH:8][cH:9][cH:10][cH:11][cH:12]1)[c:13]1[cH:14][cH:15][cH:16][cH:17][cH:18]1)[CH3:19].[Cl:62][CH2:63][CH2:64][Cl:65].[Na+:60].[Na+:61].[OH:45][O:46][C:47]([c:48]1[cH:49][c:50]([Cl:51])[cH:52][cH:53][cH:54]1)=[O:55].[S:56]([O-:57])([O-:58])=[O:59]>>[CH2:3]([C:4]([C:5]#[N:6])([c:7]1[cH:8][cH:9][cH:10][cH:11][cH:12]1)[c:13]1[cH:14][cH:15][cH:16][cH:17][cH:18]1)[C:64](=[O:30])[CH2:63][Cl:62]. Reactants: O=C([O-])[O-], CN(C)C=O, [Cl-], CC#CCOc1ncnc(Cl)c1F, Oc1cccc(F)c1F, [K+], [K+], [NH4+]. The product is CC#CCOc1ncnc(Oc2cccc(F)c2F)c1F. As a reaction SMILES: [C:14](=[O:15])([O-:16])[O-:17].[CH3:31][N:32]([CH3:33])[CH:34]=[O:35].[Cl-:29].[Cl:1][c:2]1[n:3][cH:4][n:5][c:6]([O:9][CH2:10][C:11]#[C:12][CH3:13])[c:7]1[F:8].[F:20][c:21]1[c:22]([OH:28])[cH:23][cH:24][cH:25][c:26]1[F:27].[K+:18].[K+:19].[NH4+:30]>>[c:2]1([O:28][c:22]2[c:21]([F:20])[c:26]([F:27])[cH:25][cH:24][cH:23]2)[n:3][cH:4][n:5][c:6]([O:9][CH2:10][C:11]#[C:12][CH3:13])[c:7]1[F:8]. Starting materials: ClCN1N=NC2=C1C=CC=C2 (1-(chlormethyl)-1H-benzotriazole), C(=O)([O-])[O-].[K+].[K+] (K2CO3), ClC=1C=CC(=C(C=O)C1)O (5-Chloro-2-hydroxy-benzaldehyde). Solvent: CN(C)C=O (DMF). Reaction conditions: temperature 45 celsius, time 1 hour. Yields the product N1(N=NC2=C1C=CC=C2)COC2=C(C=O)C=C(C=C2)Cl (2-(Benzotriazol-1-ylmethoxy)-5-chloro-benzaldehyde). Isolated yield 25.1%. Reaction SMILES: [Cl:1][C:2]1[CH:3]=[CH:4][C:5]([OH:10])=[C:6]([CH:9]=1)[CH:7]=[O:8].Cl[CH2:12][N:13]1[C:17]2[CH:18]=[CH:19][CH:20]=[CH:21][C:16]=2[N:15]=[N:14]1.C([O-])([O-])=O.[K+].[K+]>CN(C=O)C>[N:13]1([CH2:12][O:10][C:5]2[CH:4]=[CH:3][C:2]([Cl:1])=[CH:9][C:6]=2[CH:7]=[O:8])[C:17]2[CH:18]=[CH:19][CH:20]=[CH:21][C:16]=2[N:15]=[N:14]1 |f:2.3.4|. Procedure details: 5-Chloro-2-hydroxy-benzaldehyde (8.45 g, 54 mmol) is dissolved in DMF (100 ml) and after addition of 1-(chlormethyl)-1H-benzotriazole (9.96 g, 59.4 mmol) and K2CO3 (9.7 g, 70.2 mmol) the mixture is stirred at 45° C. for 1 h (TLC control). Then the mixture is evaporated under high vacuum. The residue is diluted with ethyl acetate, washed with brine and dried over Na2SO4. Evaporation gave 3.9 g of a colorless solid. The product is used in the next step without further purification.